From a dataset of the Open Reaction Database (ORD), a public repository of structured organic reaction records. describe an organic reaction: reactants, conditions, products, and yield Reactants: C(C)(C)(C)OC(=O)N[C@@H](CN1C(N(C=C(C1=O)C1=C(C(=CC=C1)OC)Cl)CC1=C(C=CC=C1C(F)(F)F)F)=O)CC(C)C (3-[2(R)-{tert-butoxycarbonyl-amino}-2-(isobutyl)ethyl]-5-(2-chloro-3-methoxyphenyl)-1-[2-fluoro-6-(trifluoromethyl)benzyl]pyrimidine-2,4(1H,3H)-dione), C(=O)(C(F)(F)F)O (TFA). Run in C(Cl)Cl (DCM). Run at time 1.5 hour. Yields the product N[C@@H](CN1C(N(C=C(C1=O)C1=C(C(=CC=C1)OC)Cl)CC1=C(C=CC=C1C(F)(F)F)F)=O)CC(C)C (3-[2(R)-amino-2-(isobutyl)ethyl]-5-(2-chloro-3-methoxyphenyl)-1-[2-fluoro-6-(trifluoromethyl)benzyl]pyrimidine-2,4 (1H,3H)-dione). As a reaction SMILES: C(OC([NH:8][C@H:9]([CH2:40][CH:41]([CH3:43])[CH3:42])[CH2:10][N:11]1[C:16](=[O:17])[C:15]([C:18]2[CH:23]=[CH:22][CH:21]=[C:20]([O:24][CH3:25])[C:19]=2[Cl:26])=[CH:14][N:13]([CH2:27][C:28]2[C:33]([C:34]([F:37])([F:36])[F:35])=[CH:32][CH:31]=[CH:30][C:29]=2[F:38])[C:12]1=[O:39])=O)(C)(C)C.C(O)(C(F)(F)F)=O>C(Cl)Cl>[NH2:8][C@H:9]([CH2:40][CH:41]([CH3:43])[CH3:42])[CH2:10][N:11]1[C:16](=[O:17])[C:15]([C:18]2[CH:23]=[CH:22][CH:21]=[C:20]([O:24][CH3:25])[C:19]=2[Cl:26])=[CH:14][N:13]([CH2:27][C:28]2[C:33]([C:34]([F:36])([F:35])[F:37])=[CH:32][CH:31]=[CH:30][C:29]=2[F:38])[C:12]1=[O:39]. Procedure: To a solution of compound 8a (30 mg, 0.048 mmol) in DCM (1 mL) was added TFA (0.1 mL, 1.3 mmol) and stirred at room temperature for 1.5 hours. After concentration, the residue was taken up in DCM and sat'd aq. NaHCO3 was added. The aq. layer was extracted with DCM. Combined organic extracts were dried over Na2SO4 and concentrated to give compound 8b . MS (CI) m/z 528.0, 530.0 (MH+).